Dataset: the Open Reaction Database (ORD), a public repository of structured organic reaction records. Task: describe an organic reaction: reactants, conditions, products, and yield Reactants: C(N)(=O)C1=NN(C2=CN=CC=C21)CC(=O)OC(C)(C)C (tert-butyl 2-(3-carbamoyl-1H-pyrazolo[3,4-c]pyridin-1-yl)acetate), C(=O)(C(F)(F)F)O (TFA). The solvent is C(Cl)Cl (CH2Cl2). Run at time 6 hour. Product: C(N)(=O)C1=NN(C2=CN=CC=C21)CC(=O)O (2-(3-Carbamoyl-1H-pyrazolo[3,4-c]pyridin-1-yl)acetic acid). As a reaction SMILES: [C:1]([C:4]1[C:12]2[C:7](=[CH:8][N:9]=[CH:10][CH:11]=2)[N:6]([CH2:13][C:14]([O:16]C(C)(C)C)=[O:15])[N:5]=1)(=[O:3])[NH2:2].C(O)(C(F)(F)F)=O>C(Cl)Cl>[C:1]([C:4]1[C:12]2[C:7](=[CH:8][N:9]=[CH:10][CH:11]=2)[N:6]([CH2:13][C:14]([OH:16])=[O:15])[N:5]=1)(=[O:3])[NH2:2]. Reported procedure: To a solution of tert-butyl 2-(3-carbamoyl-1H-pyrazolo[3,4-c]pyridin-1-yl)acetate (663 mg, 2.40 mmol) in CH2Cl2 (20 mL) was added TFA (10 mL, 130 mmol), and the resulting mixture was stirred at RT for 6 h. The reaction mixture was concentrated in vacuo, the residual solid was suspended in methanol and volatiles were removed again in vacuo to give the title compound. Reactants: CCOC(=O)c1cc2ccc(-c3ccc(C)cc3)cc2[nH]1, CI, [H-], [Na+], CN(C)C=O, O. The product is CCOC(=O)c1cc2ccc(-c3ccc(C)cc3)cc2n1C. RXN SMILES: [CH3:1][c:2]1[cH:3][cH:4][c:5](-[c:8]2[cH:9][cH:10][c:11]3[cH:12][c:13]([C:17](=[O:18])[O:19][CH2:20][CH3:21])[nH:14][c:15]3[cH:16]2)[cH:6][cH:7]1.[CH3:24][I:25].[H-:22].[Na+:23].[O:27]=[CH:28][N:29]([CH3:30])[CH3:31].[OH2:26]>>[CH3:1][c:2]1[cH:3][cH:4][c:5](-[c:8]2[cH:9][cH:10][c:11]3[cH:12][c:13]([C:17](=[O:18])[O:19][CH2:20][CH3:21])[n:14]([CH3:24])[c:15]3[cH:16]2)[cH:6][cH:7]1. The reactants are [BH4-], C1CCOC1, CO, O=CCC1(S(=O)(=O)Nc2c(Nc3ccc(I)cc3F)c(F)c(F)c3ccoc23)CC1, [Na+]. Yields the product O=S(=O)(Nc1c(Nc2ccc(I)cc2F)c(F)c(F)c2ccoc12)C1(CCO)CC1. RXN SMILES: [BH4-:1].[CH2:35]1[O:36][CH2:37][CH2:38][CH2:39]1.[CH3:33][OH:34].[F:3][c:4]1[c:5]([F:32])[c:6]([NH:23][c:24]2[c:25]([F:31])[cH:26][c:27]([I:30])[cH:28][cH:29]2)[c:7]([NH:13][S:14](=[O:15])(=[O:16])[C:17]2([CH2:20][CH:21]=[O:22])[CH2:18][CH2:19]2)[c:8]2[c:9]1[cH:10][cH:11][o:12]2.[Na+:2]>>[F:3][c:4]1[c:5]([F:32])[c:6]([NH:23][c:24]2[c:25]([F:31])[cH:26][c:27]([I:30])[cH:28][cH:29]2)[c:7]([NH:13][S:14](=[O:15])(=[O:16])[C:17]2([CH2:20][CH2:21][OH:22])[CH2:18][CH2:19]2)[c:8]2[c:9]1[cH:10][cH:11][o:12]2. The reactants are CCOC(=O)NCC(C(C)=O)C(=O)OCC, ClCCl. Product: CCOC(=O)NCC(C(=O)OCC)C(C)O. Reaction SMILES: [C:1](=[O:2])([O:3][CH2:4][CH3:5])[NH:6][CH2:7][CH:8]([C:9](=[O:10])[O:11][CH2:12][CH3:13])[C:14]([CH3:15])=[O:16].[CH2:17]([Cl:18])[Cl:19]>>[C:1](=[O:2])([O:3][CH2:4][CH3:5])[NH:6][CH2:7][CH:8]([C:9](=[O:10])[O:11][CH2:12][CH3:13])[CH:14]([CH3:15])[OH:16].